The task is: describe an organic reaction: reactants, conditions, products, and yield. This data is from the Open Reaction Database (ORD), a public repository of structured organic reaction records. Starting materials: FC=1C=C(C=O)C=CC1 (3-Fluorobenzaldehyde), BrC=1C=CC(=NC1)OC (5-bromo-2-methoxypyridine), [H-].[Na+] (sodium hydride), C(#N)CP(OCC)(OCC)=O (diethyl cyanomethylphosphonate). Reagents/catalysts: C=1C=CC(=CC1)/C=C/C(=O)/C=C/C2=CC=CC=C2.C=1C=CC(=CC1)/C=C/C(=O)/C=C/C2=CC=CC=C2.C=1C=CC(=CC1)/C=C/C(=O)/C=C/C2=CC=CC=C2.[Pd].[Pd] (tris(dibenzylideneacetone)dipalladium). Solvent: COCCOC (1,2-dimethoxyethane), [Cl-].[NH4+] (ammonium chloride), C(C)(=O)OCC (ethyl acetate). Conditions: temperature 90 celsius, time 15 minute. Product: FC=1C=C(C=CC1)/C=C(/C#N)\C=1C=NC(=CC1)OC ((E)-3-(3-Fluorophenyl)-2-(6-methoxy-3-pyridyl)-2-propenenitrile). Isolated yield 28.9%. RXN SMILES: [H-].[Na+].[C:3]([CH2:5]P(=O)(OCC)OCC)#[N:4].Br[C:15]1[CH:16]=[CH:17][C:18]([O:21][CH3:22])=[N:19][CH:20]=1.[F:23][C:24]1[CH:25]=[C:26]([CH:29]=[CH:30][CH:31]=1)[CH:27]=O>COCCOC.[Cl-].[NH4+].C(OCC)(=O)C.C1C=CC(/C=C/C(/C=C/C2C=CC=CC=2)=O)=CC=1.C1C=CC(/C=C/C(/C=C/C2C=CC=CC=2)=O)=CC=1.C1C=CC(/C=C/C(/C=C/C2C=CC=CC=2)=O)=CC=1.[Pd].[Pd]>[F:23][C:24]1[CH:25]=[C:26](/[CH:27]=[C:5](\[C:15]2[CH:20]=[N:19][C:18]([O:21][CH3:22])=[CH:17][CH:16]=2)/[C:3]#[N:4])[CH:29]=[CH:30][CH:31]=1 |f:0.1,6.7,9.10.11.12.13|. Procedure details: To a suspension of sodium hydride (8.8 g, 0.220 mol) in 1,2-dimethoxyethane (300 ml) was added diethyl cyanomethylphosphonate (19.7 g, 0.122 mol) little by little at room temperature under an atmosphere of nitrogen gas. After stirring for 15 minutes, 5-bromo-2-methoxypyridine (20.0 g, 0.106 mol) and tetrakis(triphenylphosphine)palladium (0) (2.0 g, 1.73 mmol) were successively added thereto, followed by heating to 90° C. and stirring for 6 hours. The reaction mixture was cooled as it was and fur... Starting materials: COC(=O)C1=CC=C(C=C1)C1=CC=C(C=C1)OC[C@@]1(O)[C@@H](O)[C@H](O)[C@H](OC1)COC1=CC=C(C=C1)C1=CC=C(C=C1)C(=O)OC (1,6-bis-O-(4'-methoxycarbonyl-biphenyl-4-yl)-2,5-O-methylene-D-mannitol). Run in [OH-].[Na+] (sodium hydroxide), CO (methanol). Product: C(=O)(O)C1=CC=C(C=C1)C1=CC=C(C=C1)OC[C@@]1(O)[C@@H](O)[C@H](O)[C@H](OC1)COC1=CC=C(C=C1)C1=CC=C(C=C1)C(=O)O (1,6-bis-O-(4'-carboxy-biphenyl-4-yl)-2,5-O-methylene-D-mannitol). Reaction SMILES: C[O:2][C:3]([C:5]1[CH:10]=[CH:9][C:8]([C:11]2[CH:16]=[CH:15][C:14]([O:17][CH2:18][C@@:19]3([CH2:27][O:26][C@H:25]([CH2:28][O:29][C:30]4[CH:35]=[CH:34][C:33]([C:36]5[CH:41]=[CH:40][C:39]([C:42]([O:44]C)=[O:43])=[CH:38][CH:37]=5)=[CH:32][CH:31]=4)[C@@H:23]([OH:24])[C@@H:21]3[OH:22])[OH:20])=[CH:13][CH:12]=2)=[CH:7][CH:6]=1)=[O:4]>[OH-].[Na+].CO>[C:3]([C:5]1[CH:6]=[CH:7][C:8]([C:11]2[CH:12]=[CH:13][C:14]([O:17][CH2:18][C@@:19]3([CH2:27][O:26][C@H:25]([CH2:28][O:29][C:30]4[CH:35]=[CH:34][C:33]([C:36]5[CH:37]=[CH:38][C:39]([C:42]([OH:44])=[O:43])=[CH:40][CH:41]=5)=[CH:32][CH:31]=4)[C@@H:23]([OH:24])[C@@H:21]3[OH:22])[OH:20])=[CH:15][CH:16]=2)=[CH:9][CH:10]=1)([OH:4])=[O:2] |f:1.2|. Procedure: 0.67 g of 1,6-bis-O-(4'-methoxycarbonyl-biphenyl-4-yl)-2,5-O-methylene-D-mannitol was heated under reflux for 16 hours in 15 ml of concentrated sodium hydroxide solution and 15 ml of methanol; thereupon the mixture was evaporated and the residue was acidified with dilute hydrochloric acid. The precipitate of 1,6-bis-O-(4'-carboxy-biphenyl-4-yl)-2,5-O-methylene-D-mannitol which thereby formed was filtered off, dissolved in 5 ml of acetic anhydride and 5 ml of pyridine and stirred at room temperat... Reactants: CCS, ClC(Cl)Cl, COc1cc(C(C)C)c2c(c1)S(=O)(=O)NC2=O, Cl. The product is CC(C)c1cc(O)cc2c1C(=O)NS2(=O)=O. As a reaction SMILES: [CH2:1]([SH:2])[CH3:3].[CH:22]([Cl:23])([Cl:24])[Cl:25].[CH:4]([CH3:5])([CH3:6])[c:7]1[c:8]2[c:14]([cH:15][c:16]([O:18][CH3:19])[cH:17]1)[S:11](=[O:12])(=[O:13])[NH:10][C:9]2=[O:20].[ClH:21]>>[CH:4]([CH3:5])([CH3:6])[c:7]1[c:8]2[c:14]([cH:15][c:16]([OH:18])[cH:17]1)[S:11](=[O:12])(=[O:13])[NH:10][C:9]2=[O:20]. Starting materials: C(C)(C)O (isopropanol), [Na] (sodium), FC1=C(C=C(C=C1)S(=O)(=O)N)[N+](=O)[O-] (4-Fluoro-3-nitro-benzenesulfonamide), [Na] (sodium). The solvent is C1CCOC1.CC(C)O (THF iPrOH). Reaction conditions: time 3.5 hour. Yields the product C(C)(C)OC1=C(C=C(C=C1)S(=O)(=O)N)[N+](=O)[O-] (4-Isopropoxy-3-nitro-benzenesulfonamide). As a reaction SMILES: [CH:1]([OH:4])([CH3:3])[CH3:2].[Na].F[C:7]1[CH:12]=[CH:11][C:10]([S:13]([NH2:16])(=[O:15])=[O:14])=[CH:9][C:8]=1[N+:17]([O-:19])=[O:18]>C1COCC1.CC(O)C>[CH:1]([O:4][C:7]1[CH:12]=[CH:11][C:10]([S:13]([NH2:16])(=[O:15])=[O:14])=[CH:9][C:8]=1[N+:17]([O-:19])=[O:18])([CH3:3])[CH3:2] |f:3.4,^1:4|. Procedure details: A solution of isopropanol (225 mL) and small chunks of sodium metal (1.92 g, 83.6 mmol) were heated to reflux for 2.5 hours, until the sodium was consumed. The resulting solution was added while still hot to a solution of 4-fluoro-3-nitro-benzenesulfonamide (8.37 g, 38.0 mmol, example 2, step b) in THF/iPrOH (1/1, v/v, 150 mL) over a 10 minute period and stirred at room temperature for 3.5 hours. The reaction mixture was partitioned between EtOAc and brine and 1 N aqueous HCl. The organic phase ... Starting materials: ClC1=C(C(=NC=C1)N1CCN2C=3[C@@H]4CC[C@H](C3C=C2C1=O)C4)C=O (4-Chloro-2-[(1R,11S)-7-oxo-3,6-diazatetracyclo[9.2.1.02,10.03,8]tetradeca-2(10),8-dien-6-yl]pyridine-3-carbaldehyde), CN1C(C(=CC(=C1)B1OC(C(O1)(C)C)(C)C)NC1=NC=C(C=C1)N1[C@H](CN(CC1)C1COC1)C)=O ((S)-1-methyl-3-(5-(2-methyl-4-(oxetan-3-yl)-piperazin-1-yl)pyridin-2-ylamino)-5-(4,4,5,5-tetramethyl-1,3,2-dioxaborolan-2-yl)pyridin-2(1H)-one), C(C)(=O)[O-].[Na+] (sodium acetate). Reagents/catalysts: C1=CC=C(C=C1)P([C-]2C=CC=C2)C3=CC=CC=C3.C1=CC=C(C=C1)P([C-]2C=CC=C2)C3=CC=CC=C3.Cl[Pd]Cl.[Fe+2] (PdCl2(dppf)). Solvent: O (water), C(C)#N (acetonitrile), O (water). Reaction conditions: temperature 100 celsius. Yields the product CN1C=C(C=C(C1=O)NC1=NC=C(C=C1)N1[C@H](CN(CC1)C1COC1)C)C1=C(C(=NC=C1)N1CCN2C=3[C@@H]4CC[C@H](C3C=C2C1=O)C4)C=O (4-[1-Methyl-5-({5-[(2S)-2-methyl-4-(oxetan-3-yl)piperazin-1-yl]pyridin-2-yl}amino)-6-oxo-1,6-dihydropyridin-3-yl]-2-[(1R,11S)-7-oxo-3,6-diazatetracyclo[9.2.1.02,10.03,8]tetradeca-2(10),8-dien-6-yl]pyridine-3-carbaldehyde). Isolated yield 43.6%. As a reaction SMILES: Cl[C:2]1[CH:7]=[CH:6][N:5]=[C:4]([N:8]2[C:20](=[O:21])[C:19]3[N:11]([C:12]4[C@H:13]5[CH2:22][C@@H:16]([C:17]=4[CH:18]=3)[CH2:15][CH2:14]5)[CH2:10][CH2:9]2)[C:3]=1[CH:23]=[O:24].[CH3:25][N:26]1[CH:31]=[C:30](B2OC(C)(C)C(C)(C)O2)[CH:29]=[C:28]([NH:41][C:42]2[CH:47]=[CH:46][C:45]([N:48]3[CH2:53][CH2:52][N:51]([CH:54]4[CH2:57][O:56][CH2:55]4)[CH2:50][C@@H:49]3[CH3:58])=[CH:44][N:43]=2)[C:27]1=[O:59].C([O-])(=O)C.[Na+]>C1C=CC(P(C2C=CC=CC=2)[C-]2C=CC=C2)=CC=1.C1C=CC(P(C2C=CC=CC=2)[C-]2C=CC=C2)=CC=1.Cl[Pd]Cl.[Fe+2].O.C(#N)C>[CH3:25][N:26]1[C:27](=[O:59])[C:28]([NH:41][C:42]2[CH:47]=[CH:46][C:45]([N:48]3[CH2:53][CH2:52][N:51]([CH:54]4[CH2:55][O:56][CH2:57]4)[CH2:50][C@@H:49]3[CH3:58])=[CH:44][N:43]=2)=[CH:29][C:30]([C:2]2[CH:7]=[CH:6][N:5]=[C:4]([N:8]3[C:20](=[O:21])[C:19]4[N:11]([C:12]5[C@H:13]6[CH2:22][C@@H:16]([C:17]=5[CH:18]=4)[CH2:15][CH2:14]6)[CH2:10][CH2:9]3)[C:3]=2[CH:23]=[O:24])=[CH:31]1 |f:2.3,4.5.6.7|. Procedure details: A round-bottomed flask was charged with 4-chloro-2-[(1R,11S)-7-oxo-3,6-diazatetracyclo[9.2.1.02,10.03,8]tetradeca-2(10),8-dien-6-yl]pyridine-3-carbaldehyde 170b (200 mg, 0.59 mmol), 1-methyl-3-({5-[(2S)-2-methyl-4-(oxetan-3-yl)piperazin-1-yl]pyridin-2-yl}amino)-5-(4,4,5,5-tetramethyl-1,3,2-dioxaborolan-2-yl)-1,2-dihydropyridin-2-one 191j (400 mg, 0.88 mmol), PdCl2(dppf) (50 mg, 0.06 mmol), K3PO43 water (300 mg, 1.20 mmol), sodium acetate (100 mg, 1.20 mmol), acetonitrile (15 mL), and water (1.5 ... Reactants: ClC1=CC=CC2=CC3=CC=CC=C3C=C12 (1-Chloroanthracene), ClC1=CC=CC=2C(C3=CC=CC=C3C(C12)=O)=O (1-chloroanthraquinone), 14A. The product is ClC1=CC=CC2=C(C3=CC=CC=C3C=C12)C=O (4-chloro-9-anthracenecarbaldehyde). As a reaction SMILES: [Cl:1][C:2]1[C:15]2[C:6](=[CH:7][C:8]3[C:13]([CH:14]=2)=[CH:12][CH:11]=[CH:10][CH:9]=3)[CH:5]=[CH:4][CH:3]=1.ClC1C2[C:29](=[O:31])C3C(=CC=CC=3)C(=O)C=2C=CC=1>>[Cl:1][C:2]1[C:15]2[C:6](=[C:7]([CH:29]=[O:31])[C:8]3[C:13]([CH:14]=2)=[CH:12][CH:11]=[CH:10][CH:9]=3)[CH:5]=[CH:4][CH:3]=1. Procedure details: 1-Chloroanthracene prepared from 1-chloroanthraquinone (Aldrich) by the method of H. O. House et. al. (J. Org. Chem. 38 1167 (1973)) was formylated by the procedure outlined in 14A to give 4-chloro-9-anthracenecarbaldehyde mp 129°-131°, (PhCH3 /CH3OH), (C, H, Cl).